From a dataset of the Open Reaction Database (ORD), a public repository of structured organic reaction records. describe an organic reaction: reactants, conditions, products, and yield Reactants: C(=O)(O)[O-].[Na+] (NaHCO3), C(CCl)Cl (EDC), ClC(C(=O)O)Cl (2,2-dichloroacetic acid), C1(CC1)NC(C(C(CC1=CC=CC=C1)NC(C1=C(N=CC=C1)C=1N=C(SC1)C1=CC=CC=C1)=O)O)=O (N-(4-(cyclopropylamino)-3-hydroxy-4-oxo-1-phenylbutan-2-yl)-2-(2-phenylthiazol-4-yl)nicotinamide). Solvent: CS(=O)C (dimethyl sulfoxide). Reaction conditions: time 10 minute. Product: C1(CC1)NC(C(C(CC1=CC=CC=C1)NC(C1=C(N=CC=C1)C=1N=C(SC1)C1=CC=CC=C1)=O)=O)=O (N-(4-(Cyclopropylamino)-3,4-dioxo-1-phenylbutan-2-yl)-2-(2-phenylthiazol-4-yl)nicotinamide). Isolated yield 89.3%. RXN SMILES: C(Cl)CCl.ClC(Cl)C(O)=O.[CH:11]1([NH:14][C:15](=[O:46])[CH:16]([OH:45])[CH:17]([NH:25][C:26](=[O:44])[C:27]2[CH:32]=[CH:31][CH:30]=[N:29][C:28]=2[C:33]2[N:34]=[C:35]([C:38]3[CH:43]=[CH:42][CH:41]=[CH:40][CH:39]=3)[S:36][CH:37]=2)[CH2:18][C:19]2[CH:24]=[CH:23][CH:22]=[CH:21][CH:20]=2)[CH2:13][CH2:12]1.C([O-])(O)=O.[Na+]>CS(C)=O>[CH:11]1([NH:14][C:15](=[O:46])[C:16](=[O:45])[CH:17]([NH:25][C:26](=[O:44])[C:27]2[CH:32]=[CH:31][CH:30]=[N:29][C:28]=2[C:33]2[N:34]=[C:35]([C:38]3[CH:39]=[CH:40][CH:41]=[CH:42][CH:43]=3)[S:36][CH:37]=2)[CH2:18][C:19]2[CH:20]=[CH:21][CH:22]=[CH:23][CH:24]=2)[CH2:12][CH2:13]1 |f:3.4|. Procedure: EDC (700 mg, 3.65 mmol) and 2,2-dichloroacetic acid (12411, 1.46 mmol) were added to a solution of N-(4-(cyclopropylamino)-3-hydroxy-4-oxo-1-phenylbutan-2-yl)-2-(2-phenylthiazol-4-yl)nicotinamide (217 mg, 0.435 mmol) in dimethyl sulfoxide (DMSO) (4 ml), and the reaction mixture stirred for 10 min at room temperature. For work up the reaction mixture was mixed with 80 ml of sat. NaHCO3-solution for 10 minutes. The resulting solid was filtered off with suction, washed with water and dried in vacuo... The reactants are CCN=C=NCCCN(C)C, CCN(C(C)C)C(C)C, O=C(O)C(F)(F)F, COc1ccc(Br)c(C(=O)N2CCN(C(=O)CN)CC2C)c1, CN(C)C=O, O, On1nnc2ccccc21, O=C(O)CNC(=O)c1ccc(-c2ccccc2)cc1. Product: COc1ccc(Br)c(C(=O)N2CCN(C(=O)CNC(=O)c3ccc(-c4ccccc4)cc3)CC2C)c1. As a reaction SMILES: [CH3:39][CH2:40][N:41]=[C:42]=[N:43][CH2:44][CH2:45][CH2:46][N:47]([CH3:48])[CH3:49].[CH:1]([N:2]([CH2:3][CH3:4])[CH:5]([CH3:6])[CH3:7])([CH3:8])[CH3:9].[F:50][C:51]([F:52])([F:53])[C:54]([OH:55])=[O:56].[NH2:57][CH2:58][C:59](=[O:60])[N:61]1[CH2:62][CH:63]([CH3:78])[N:64]([C:67]([c:68]2[c:69]([Br:76])[cH:70][cH:71][c:72]([O:74][CH3:75])[cH:73]2)=[O:77])[CH2:65][CH2:66]1.[O:79]=[CH:80][N:81]([CH3:82])[CH3:83].[OH2:84].[OH:29][n:30]1[c:31]2[c:32]([cH:33][cH:34][cH:35][cH:36]2)[n:37][n:38]1.[c:10]1(-[c:23]2[cH:24][cH:25][cH:26][cH:27][cH:28]2)[cH:11][cH:12][c:13]([C:16](=[O:17])[NH:18][CH2:19][C:20](=[O:21])[OH:22])[cH:14][cH:15]1>>[c:10]1(-[c:23]2[cH:24][cH:25][cH:26][cH:27][cH:28]2)[cH:11][cH:12][c:13]([C:16](=[O:17])[NH:18][CH2:19][C:20](=[O:22])[N:61]2[CH2:62][CH:63]([CH3:78])[N:64]([C:67]([c:68]3[c:69]([Br:76])[cH:70][cH:71][c:72]([O:74][CH3:75])[cH:73]3)=[O:77])[CH2:65][CH2:66]2)[cH:14][cH:15]1. The reactants are CC(C)(C)OC(=O)N1CCC(CN)CC1, O=C(O)CNC(=O)CC1c2ccccc2-c2ccccc2N1S(=O)(=O)c1ccc(Cl)c(Cl)c1. Yields the product CC(C)(C)OC(=O)N1CCC(CNC(=O)CNC(=O)CC2c3ccccc3-c3ccccc3N2S(=O)(=O)c2ccc(Cl)c(Cl)c2)CC1. RXN SMILES: [C:34]([CH3:35])([CH3:36])([CH3:37])[O:38][C:39](=[O:40])[N:41]1[CH2:42][CH2:43][CH:44]([CH2:47][NH2:48])[CH2:45][CH2:46]1.[Cl:1][c:2]1[cH:3][c:4]([S:9](=[O:10])(=[O:11])[N:12]2[c:13]3[cH:14][cH:15][cH:16][cH:17][c:18]3-[c:19]3[cH:20][cH:21][cH:22][cH:23][c:24]3[CH:25]2[CH2:26][C:27](=[O:28])[NH:29][CH2:30][C:31](=[O:32])[OH:33])[cH:5][cH:6][c:7]1[Cl:8]>>[Cl:1][c:2]1[cH:3][c:4]([S:9](=[O:10])(=[O:11])[N:12]2[c:13]3[cH:14][cH:15][cH:16][cH:17][c:18]3-[c:19]3[cH:20][cH:21][cH:22][cH:23][c:24]3[CH:25]2[CH2:26][C:27](=[O:28])[NH:29][CH2:30][C:31](=[O:32])[NH:48][CH2:47][CH:44]2[CH2:43][CH2:42][N:41]([C:39]([O:38][C:34]([CH3:35])([CH3:36])[CH3:37])=[O:40])[CH2:46][CH2:45]2)[cH:5][cH:6][c:7]1[Cl:8].